Dataset: the Open Reaction Database (ORD), a public repository of structured organic reaction records. Task: describe an organic reaction: reactants, conditions, products, and yield Reactants: P(=O)([O-])([O-])[O-].[K+].[K+].[K+] (potassium phosphate), Cl2Pd(AmPhos), CC1(OB(OC1(C)C)C1=C2CCN(CC2=CC=C1)C(=O)OC(C)(C)C)C (tert-butyl 5-(4,4,5,5-tetramethyl-1,3,2-dioxaborolan-2-yl)-3,4-dihydroisoquinoline-2(1H)-carboxylate), BrC1=C(C=C(C=C1)C(F)(F)F)N1C=NC=C1C (1-(2-bromo-5-(trifluoromethyl)phenyl)-5-methyl-1H-imidazole). Run in O1CCOCC1 (dioxane), CCOC(=O)C (EtOAc). Product: CC1=CN=CN1C1=C(C=CC(=C1)C(F)(F)F)C1=C2CCN(CC2=CC=C1)C(=O)OC(C)(C)C (tert-butyl 5-(2-(5-methyl-1H-imidazol-1-yl)-4-(trifluoromethyl)phenyl)-3,4-dihydroisoquinoline-2(1H)-carboxylate). As a reaction SMILES: CC1(C)C(C)(C)OB([C:9]2[CH:18]=[CH:17][CH:16]=[C:15]3[C:10]=2[CH2:11][CH2:12][N:13]([C:19]([O:21][C:22]([CH3:25])([CH3:24])[CH3:23])=[O:20])[CH2:14]3)O1.Br[C:28]1[CH:33]=[CH:32][C:31]([C:34]([F:37])([F:36])[F:35])=[CH:30][C:29]=1[N:38]1[C:42]([CH3:43])=[CH:41][N:40]=[CH:39]1.P([O-])([O-])([O-])=O.[K+].[K+].[K+]>O1CCOCC1.CCOC(C)=O>[CH3:43][C:42]1[N:38]([C:29]2[CH:30]=[C:31]([C:34]([F:37])([F:35])[F:36])[CH:32]=[CH:33][C:28]=2[C:9]2[CH:18]=[CH:17][CH:16]=[C:15]3[C:10]=2[CH2:11][CH2:12][N:13]([C:19]([O:21][C:22]([CH3:23])([CH3:24])[CH3:25])=[O:20])[CH2:14]3)[CH:39]=[N:40][CH:41]=1 |f:2.3.4.5|. Reported procedure: A solution of Cl2Pd(AmPhos) (Sigma-Aldrich, St. Louis, Mo., 0.165 g, 0.233 mmol), tert-butyl 5-(4,4,5,5-tetramethyl-1,3,2-dioxaborolan-2-yl)-3,4-dihydroisoquinoline-2(1H)-carboxylate (ASW Medchem, Brunswick, N.J., 1.254 g, 3.49 mmol), 1-(2-bromo-5-(trifluoromethyl)phenyl)-5-methyl-1H-imidazole (derived above, 0.710 g, 2.327 mmol), and potassium phosphate (1.976 g, 9.31 mmol) in 10 mL dioxane 5 mL water was heated to 120° C. for 2 hours. After cooling to room temperature, the reaction mixture was... Reactants: O=C1c2ccccc2C(=O)N1OCc1cc(=O)c(OC(c2ccccc2)c2ccccc2)cn1OC(c1ccccc1)c1ccccc1, CO, NN, O. Yields the product NOCc1cc(=O)c(OC(c2ccccc2)c2ccccc2)cn1OC(c1ccccc1)c1ccccc1. Reaction SMILES: [C:1]1(=[O:2])[N:5]([O:6][CH2:7][c:8]2[n:9]([O:29][CH:30]([c:31]3[cH:32][cH:33][cH:34][cH:35][cH:36]3)[c:37]3[cH:38][cH:39][cH:40][cH:41][cH:42]3)[cH:10][c:11]([O:15][CH:16]([c:17]3[cH:18][cH:19][cH:20][cH:21][cH:22]3)[c:23]3[cH:24][cH:25][cH:26][cH:27][cH:28]3)[c:12](=[O:14])[cH:13]2)[C:3](=[O:4])[c:43]2[cH:44][cH:45][cH:46][cH:47][c:48]21.[CH3:52][OH:53].[NH2:50][NH2:51].[OH2:49]>>[NH2:5][O:6][CH2:7][c:8]1[n:9]([O:29][CH:30]([c:31]2[cH:32][cH:33][cH:34][cH:35][cH:36]2)[c:37]2[cH:38][cH:39][cH:40][cH:41][cH:42]2)[cH:10][c:11]([O:15][CH:16]([c:17]2[cH:18][cH:19][cH:20][cH:21][cH:22]2)[c:23]2[cH:24][cH:25][cH:26][cH:27][cH:28]2)[c:12](=[O:14])[cH:13]1. Reactants: C(C)N(CC(=O)OCC)C1=CC(=CC=C1)OCC1=NC(=C(C=C1)C1=C(C=CC(=C1)OC)F)CC(C)(C)C (ethyl 2-(ethyl(3-((5-(2-fluoro-5-methoxyphenyl)-6-neopentylpyridin-2-yl)methoxy)phenyl)amino)acetate), [OH-].[Na+] (sodium hydroxide), Cl (Hydrochloric acid). The solvent is C(C)O (ethanol). Run at temperature 50 celsius, time 1 hour. Product: CC(CC1=C(C=CC(=N1)COC=1C=C(C=CC1)N(CC(=O)O)CC)C1=C(C=CC(=C1)OC)F)(C)C (N-(3-((6-(2,2-dimethylpropyl)-5-(2-fluoro-5-methoxyphenyl)pyridin-2-yl)methoxy)phenyl)-N-ethylglycine). RXN SMILES: [CH2:1]([N:3]([C:10]1[CH:15]=[CH:14][CH:13]=[C:12]([O:16][CH2:17][C:18]2[CH:23]=[CH:22][C:21]([C:24]3[CH:29]=[C:28]([O:30][CH3:31])[CH:27]=[CH:26][C:25]=3[F:32])=[C:20]([CH2:33][C:34]([CH3:37])([CH3:36])[CH3:35])[N:19]=2)[CH:11]=1)[CH2:4][C:5]([O:7]CC)=[O:6])[CH3:2].[OH-].[Na+].Cl>C(O)C>[CH3:36][C:34]([CH3:35])([CH3:37])[CH2:33][C:20]1[N:19]=[C:18]([CH2:17][O:16][C:12]2[CH:11]=[C:10]([N:3]([CH2:1][CH3:2])[CH2:4][C:5]([OH:7])=[O:6])[CH:15]=[CH:14][CH:13]=2)[CH:23]=[CH:22][C:21]=1[C:24]1[CH:29]=[C:28]([O:30][CH3:31])[CH:27]=[CH:26][C:25]=1[F:32] |f:1.2|. Reported procedure: To a solution of ethyl 2-(ethyl(3-((5-(2-fluoro-5-methoxyphenyl)-6-neopentylpyridin-2-yl)methoxy)phenyl)amino)acetate (entire amount) in ethanol (3.0 mL) was added 1N aqueous sodium hydroxide solution (2.0 mL), and the mixture was stirred at 50° C. for 1 hr. 1N Hydrochloric acid was added, and the reaction mixture was extracted with ethyl acetate. The extract was washed with saturated brine, and dried over anhydrous sodium sulfate. The solvent was evaporated under reduced pressure, and the resid... Starting materials: Cc1ccccc1, [K+], Cc1ccc(C#CC(C)(C)O)cc1N, [OH-], O. Product: C#Cc1ccc(C)c(N)c1. RXN SMILES: [CH3:18][c:19]1[cH:20][cH:21][cH:22][cH:23][cH:24]1.[K+:16].[NH2:1][c:2]1[cH:3][c:4]([C:9]#[C:10][C:11]([CH3:12])([OH:13])[CH3:14])[cH:5][cH:6][c:7]1[CH3:8].[OH-:15].[OH2:17]>>[NH2:1][c:2]1[cH:3][c:4]([C:9]#[CH:10])[cH:5][cH:6][c:7]1[CH3:8]. The reactants are CC=1N=NC=CC1 (3-methylpyridazine), C(OC)(OC)=O (dimethyl carbonate), [NH4+].[Cl-] (NH4Cl), C(C)(C)NC(C)C (diisopropylamine), C(CCC)[Li] (n-butyllithium). The solvent is C1CCOC1 (THF), C1CCOC1 (THF), C1CCOC1 (THF). Reaction conditions: temperature 0 celsius, time 30 minute. Product: N1=NC(=CC=C1)CC(=O)OC (methyl 2-(pyridazin-3-yl)acetate). The yield is 11.0%. As a reaction SMILES: C(NC(C)C)(C)C.C([Li])CCC.[CH3:13][C:14]1[N:15]=[N:16][CH:17]=[CH:18][CH:19]=1.[C:20](=O)([O:23]C)[O:21][CH3:22].[NH4+].[Cl-]>C1COCC1>[N:16]1[CH:17]=[CH:18][CH:19]=[C:14]([CH2:13][C:20]([O:21][CH3:22])=[O:23])[N:15]=1 |f:4.5|. Procedure: To a solution of diisopropylamine (19 ml, 130 mmol, 1.3 equiv) in dry THF (100 mL) at 0° C. under a N2, was added n-butyllithium (81 ml, 130 mmol, 1.3 equiv) slowly. The mixture was stirred at 0° C. for 30 min and then cooled to −78° C. A solution of 3-methylpyridazine (9 ml, 100 mmol, 1.0 equiv) in THF (50 mL) was added dropwise over a period of 1:5 min. The resulting mixture was stirred at −78° C. for 1 h, and a solution of dimethyl carbonate (17 ml, 200 mmol, 2 equiv) in THF (50 mL) was added... The reactants are C(C)(C)(C)OC(CN1C=CC2=CC=C(C=C12)O[Si](C)(C)C(C)(C)C)=O ([6-(tert-butyl-dimethyl-silanyloxy)-indol-1-yl]-acetic acid tert-butyl ester), O.[F-].C(CCC)[N+](CCCC)(CCCC)CCCC (tetrabutylammonium fluoride hydrate). The product is C(C)(C)(C)OC(CN1C=CC2=CC=C(C=C12)O)=O ((6-hydroxy-indol-1-yl)-acetic acid tert-butyl ester). RXN SMILES: [C:1]([O:5][C:6](=[O:25])[CH2:7][N:8]1[C:16]2[C:11](=[CH:12][CH:13]=[C:14]([O:17][Si](C(C)(C)C)(C)C)[CH:15]=2)[CH:10]=[CH:9]1)([CH3:4])([CH3:3])[CH3:2].O.[F-].C([N+](CCCC)(CCCC)CCCC)CCC>>[C:1]([O:5][C:6](=[O:25])[CH2:7][N:8]1[C:16]2[C:11](=[CH:12][CH:13]=[C:14]([OH:17])[CH:15]=2)[CH:10]=[CH:9]1)([CH3:4])([CH3:2])[CH3:3] |f:1.2.3|. Procedure: In analogy to the procedure described in example 1 c], [6-(tert-butyl-dimethyl-silanyloxy)-indol-1-yl]-acetic acid tert-butyl ester was treated with tetrabutylammonium fluoride hydrate to obtain (6-hydroxy-indol-1-yl)-acetic acid tert-butyl ester as yellowish oil.